This data is from the Open Reaction Database (ORD), a public repository of structured organic reaction records. The task is: describe an organic reaction: reactants, conditions, products, and yield Reactants: ClC1=NN2C(C(=N1)N(CC1=CC=C(C=C1)OC)C1CC1)=NC=C2C#N (2-chloro-4-(cyclopropyl(4-methoxybenzyl)amino)imidazo[2,1-f][1,2,4]triazine-7-carbonitrile), NC=1C=C(C#N)C=C(C1Cl)N1C(CN(CC1)C)=O (3-amino-4-chloro-5-(4-methyl-2-oxopiperazin-1-yl)benzonitrile), C([O-])([O-])=O.[Cs+].[Cs+] (cesium carbonate). Reagents/catalysts: C(C)(=O)[O-].[Pd+2].C(C)(=O)[O-] (palladium(ii) acetate), C1=CC=C(C=C1)P([C-]2C=CC=C2)C3=CC=CC=C3.C1=CC=C(C=C1)P([C-]2C=CC=C2)C3=CC=CC=C3.[Fe+2] (DPPF). Solvent: O1CCOCC1 (Dioxane). Reaction conditions: temperature 80 celsius. Product: ClC1=C(C=C(C=C1N1C(CN(CC1)C)=O)C#N)NC1=NN2C(C(=N1)N(CC1=CC=C(C=C1)OC)C1CC1)=NC=C2C#N (2-((2-chloro-5-cyano-3-(4-methyl-2-oxopiperazin-1-yl)phenyl)amino)-4-(cyclopropyl(4-methoxybenzyl)amino)imidazo[2,1-f][1,2,4]triazine-7-carbonitrile). Isolated yield 97.1%. As a reaction SMILES: Cl[C:2]1[N:7]=[C:6]([N:8]([CH:18]2[CH2:20][CH2:19]2)[CH2:9][C:10]2[CH:15]=[CH:14][C:13]([O:16][CH3:17])=[CH:12][CH:11]=2)[C:5]2=[N:21][CH:22]=[C:23]([C:24]#[N:25])[N:4]2[N:3]=1.[NH2:26][C:27]1[CH:28]=[C:29]([CH:32]=[C:33]([N:36]2[CH2:41][CH2:40][N:39]([CH3:42])[CH2:38][C:37]2=[O:43])[C:34]=1[Cl:35])[C:30]#[N:31].C(=O)([O-])[O-].[Cs+].[Cs+]>O1CCOCC1.C([O-])(=O)C.[Pd+2].C([O-])(=O)C.C1C=CC(P(C2C=CC=CC=2)[C-]2C=CC=C2)=CC=1.C1C=CC(P(C2C=CC=CC=2)[C-]2C=CC=C2)=CC=1.[Fe+2]>[Cl:35][C:34]1[C:33]([N:36]2[CH2:41][CH2:40][N:39]([CH3:42])[CH2:38][C:37]2=[O:43])=[CH:32][C:29]([C:30]#[N:31])=[CH:28][C:27]=1[NH:26][C:2]1[N:7]=[C:6]([N:8]([CH:18]2[CH2:20][CH2:19]2)[CH2:9][C:10]2[CH:11]=[CH:12][C:13]([O:16][CH3:17])=[CH:14][CH:15]=2)[C:5]2=[N:21][CH:22]=[C:23]([C:24]#[N:25])[N:4]2[N:3]=1 |f:2.3.4,6.7.8,9.10.11|. Reported procedure: A mixture of 2-chloro-4-(cyclopropyl(4-methoxybenzyl)amino)imidazo[2,1-f][1,2,4]triazine-7-carbonitrile (40 mg, 0.113 mmol), 3-amino-4-chloro-5-(4-methyl-2-oxopiperazin-1-yl)benzonitrile (28 mg, 0.106 mmol), palladium(ii) acetate (12 mg, 0.053 mmol), XANTPIIOS (12 mg, 0.021 nmmol), DPPF (12 mg, 0.022 mmol) and cesium carbonate (90 mg, 0.275 mmol) in Dioxane (1.5 mL) was evacuated and back filled with nitrogen three time and was heated at 80° C. for 3 h. LC-MS showed reaction was complete. The re... Reactants: Nc1ncc(Br)nc1Br, C1CCOC1, C#C[Si](C)(C)C, [Cu]I, Cl[Pd]Cl, c1ccc(P(c2ccccc2)c2ccccc2)cc1, c1ccc(P(c2ccccc2)c2ccccc2)cc1. The product is C[Si](C)(C)C#Cc1nc(Br)cnc1N. As a reaction SMILES: [Br:1][c:2]1[c:3]([NH2:9])[n:4][cH:5][c:6]([Br:8])[n:7]1.[CH2:16]1[O:17][CH2:18][CH2:19][CH2:20]1.[CH3:10][Si:11]([CH3:12])([CH3:13])[C:14]#[CH:15].[Cu:21][I:22].[Pd:23]([Cl:24])[Cl:25].[c:26]1([P:27]([c:28]2[cH:29][cH:30][cH:31][cH:32][cH:33]2)[c:34]2[cH:35][cH:36][cH:37][cH:38][cH:39]2)[cH:40][cH:41][cH:42][cH:43][cH:44]1.[c:45]1([P:46]([c:47]2[cH:48][cH:49][cH:50][cH:51][cH:52]2)[c:53]2[cH:54][cH:55][cH:56][cH:57][cH:58]2)[cH:59][cH:60][cH:61][cH:62][cH:63]1>>[c:2]1([C:15]#[C:14][Si:11]([CH3:10])([CH3:12])[CH3:13])[c:3]([NH2:9])[n:4][cH:5][c:6]([Br:8])[n:7]1. Reactants: CCO, CCOC(C)=O, [Cl-], COc1ccc(Oc2c(Cl)cc([N+](=O)[O-])cc2Cl)cc1, Cl, N, O, O. Product: COc1ccc(Oc2c(Cl)cc(N)cc2Cl)cc1. RXN SMILES: [CH3:26][CH2:27][OH:28].[CH3:29][CH2:30][O:31][C:32](=[O:33])[CH3:34].[Cl-:3].[Cl:4][c:5]1[cH:6][c:7]([N+:21]([O-:22])=[O:23])[cH:8][c:9]([Cl:20])[c:10]1[O:11][c:12]1[cH:13][cH:14][c:15]([O:18][CH3:19])[cH:16][cH:17]1.[ClH:25].[NH3:24].[OH2:1].[OH2:2]>>[Cl:4][c:5]1[cH:6][c:7]([NH2:21])[cH:8][c:9]([Cl:20])[c:10]1[O:11][c:12]1[cH:13][cH:14][c:15]([O:18][CH3:19])[cH:16][cH:17]1. Starting materials: C(C1=CC=CC=C1)N([C@@H]1CC[C@H](CC1)C1=CC=C(OCC(=O)OCC)C=C1)C[C@@H](COC1=CC(=C(C=C1)OCC1=CC=CC=C1)NS(=O)(=O)C)O (ethyl trans-(4-{4-[benzyl((2S)-3-{4-(benzyloxy)-3-[(methylsulfonyl)amino]phenoxy}-2-hydroxypropyl)amino]cyclohexyl}phenoxy)acetate). The reagents and catalysts are [Pd] (palladium-on-charcoal). The solvent is C(C)O (ethanol). Run at time 7 hour. Yields the product O[C@@H](CN[C@@H]1CC[C@H](CC1)C1=CC=C(OCC(=O)OCC)C=C1)COC1=CC(=C(C=C1)O)NS(=O)(=O)C (ethyl trans-(4-{4-[((2S)-2-hydroxy-3-{4-hydroxy-3-[(methylsulfonyl)amino]phenoxy}propyl)amino]cyclohexyl}-phenoxy)acetate), solid. Yield: 54.0%. As a reaction SMILES: C([N:8]([CH2:28][C@H:29]([OH:51])[CH2:30][O:31][C:32]1[CH:37]=[CH:36][C:35]([O:38]CC2C=CC=CC=2)=[C:34]([NH:46][S:47]([CH3:50])(=[O:49])=[O:48])[CH:33]=1)[C@H:9]1[CH2:14][CH2:13][C@H:12]([C:15]2[CH:27]=[CH:26][C:18]([O:19][CH2:20][C:21]([O:23][CH2:24][CH3:25])=[O:22])=[CH:17][CH:16]=2)[CH2:11][CH2:10]1)C1C=CC=CC=1>C(O)C.[Pd]>[OH:51][C@H:29]([CH2:30][O:31][C:32]1[CH:37]=[CH:36][C:35]([OH:38])=[C:34]([NH:46][S:47]([CH3:50])(=[O:49])=[O:48])[CH:33]=1)[CH2:28][NH:8][C@H:9]1[CH2:14][CH2:13][C@H:12]([C:15]2[CH:27]=[CH:26][C:18]([O:19][CH2:20][C:21]([O:23][CH2:24][CH3:25])=[O:22])=[CH:17][CH:16]=2)[CH2:11][CH2:10]1. Procedure: A mixture of ethyl trans-(4-{4-[benzyl((2S)-3-{4-(benzyloxy)-3-[(methylsulfonyl)amino]phenoxy}-2-hydroxypropyl)amino]cyclohexyl}phenoxy)acetate (0.26 mmol) and of 0.25 g of 10% palladium-on-charcoal (50% in water) in ethanol (16 ml) is placed under hydrogen atmosphere and stirred for 7 h. The reaction mixture is filtered through celite. The solvents are evaporated under reduced pressure and ethyl trans-(4-{4-[((2S)-2-hydroxy-3-{4-hydroxy-3-[(methylsulfonyl)amino]phenoxy}propyl)amino]cyclohexyl}-... Reactants: BrC1=C2C=CC=C(C2=CC=C1)NC(=O)NC1=CC(=C(C=C1)OC)N1CCN(CC1)C (N-[5-bromo-1- naphthyl]-N'-[4-methoxy-3-(4-methylpiperazin-1-yl)phenyl] urea), N1=CC(=CC=C1)B(O)O (3-pyridylboronic acid), Example 4. The product is COC1=C(C=C(C=C1)NC(=O)NC1=CC=CC2=C(C=CC=C12)C=1C=NC=CC1)N1CCN(CC1)C (N-[4-Methoxy-3-(4-methylpiperazin-1-yl)phenyl]-N'-[5-(pyridin-3-yl)naphth-1-yl]urea). As a reaction SMILES: Br[C:2]1[CH:11]=[CH:10][CH:9]=[C:8]2[C:3]=1[CH:4]=[CH:5][CH:6]=[C:7]2[NH:12][C:13]([NH:15][C:16]1[CH:21]=[CH:20][C:19]([O:22][CH3:23])=[C:18]([N:24]2[CH2:29][CH2:28][N:27]([CH3:30])[CH2:26][CH2:25]2)[CH:17]=1)=[O:14].[N:31]1[CH:36]=[CH:35][CH:34]=[C:33](B(O)O)[CH:32]=1>>[CH3:23][O:22][C:19]1[CH:20]=[CH:21][C:16]([NH:15][C:13]([NH:12][C:7]2[C:8]3[C:3](=[C:2]([C:33]4[CH:32]=[N:31][CH:36]=[CH:35][CH:34]=4)[CH:11]=[CH:10][CH:9]=3)[CH:4]=[CH:5][CH:6]=2)=[O:14])=[CH:17][C:18]=1[N:24]1[CH2:25][CH2:26][N:27]([CH3:30])[CH2:28][CH2:29]1. Procedure details: The title compound was prepared from N-[5-bromo-1- naphthyl]-N'-[4-methoxy-3-(4-methylpiperazin-1-yl)phenyl] urea (E19) and 3-pyridylboronic acid using a similar procedure to Example 4 as a white solid (28%). The reactants are ClC1=CC=C(C(=C1C(=O)OC)C)N1C(NC(=CC1=O)C(F)(F)F)=O (methyl 6-chloro-2-methyl-3-[6-trifluoromethyl-2,4(1H,3H)-pyrimidinedion-3-yl]benzoate), C([O-])([O-])=O.[K+].[K+] (potassium carbonate), CI (methyl iodide). The solvent is C1CCOC1 (THF). The product is ClC1=CC=C(C(=C1C(=O)OC)C)N1C(N(C(=CC1=O)C(F)(F)F)C)=O (methyl 6-chloro-2-methyl-3-[1-methyl-6-trifluoromethyl-2,4(1H,3H)-pyrimidinedion-3-yl]benzoate). Isolated yield 100.5%. RXN SMILES: [Cl:1][C:2]1[C:7]([C:8]([O:10][CH3:11])=[O:9])=[C:6]([CH3:12])[C:5]([N:13]2[C:18](=[O:19])[CH:17]=[C:16]([C:20]([F:23])([F:22])[F:21])[NH:15][C:14]2=[O:24])=[CH:4][CH:3]=1.[C:25](=O)([O-])[O-].[K+].[K+].CI>C1COCC1>[Cl:1][C:2]1[C:7]([C:8]([O:10][CH3:11])=[O:9])=[C:6]([CH3:12])[C:5]([N:13]2[C:18](=[O:19])[CH:17]=[C:16]([C:20]([F:22])([F:21])[F:23])[N:15]([CH3:25])[C:14]2=[O:24])=[CH:4][CH:3]=1 |f:1.2.3|. Procedure details: This compound was prepared in a manner analogous to Step E, Example 1. Here, 8.2 grams (0.0206 mole) of methyl 6-chloro-2-methyl-3-[6-trifluoromethyl-2,4(1H,3H)-pyrimidinedion-3-yl]benzoate was combined with 5.7 grams (0.410 mole) of potassium carbonate and 4.4 grams (0.309 mole) of methyl iodide in 200 mL of THF. The reaction product was purified by column chromatography on silica gel using mixtures of EtOAc and hexane as eluants. The fractions containing product were combined and concentrated ... The reactants are O=C(OC)C12CCC(C(=O)NC3=C(F)C(F)=C(C(F)=C3F)C(F)(F)F)(CC1)CC2. The reagents and catalysts are [K].O=C(O)O, O1B(OC(C)(C)C1(C)C)B2OC(C)(C)C(O2)(C)C, N=1C(OC)=CC(OC)=C2C=CC=CC12, O=C(O)C, [B-](F)(F)(F)F.CC[N+](CC)(CC)CC, [Pd].O=C(O)C. Run in N#CC. Reaction conditions: temperature 80 celsius, time 15 hour. Yields the product O=C(OC)C12CCC(C(=O)NC3=C(F)C(F)=C(C(F)=C3F)C(F)(F)F)(CC1)C(B4OC(C)(C)C(O4)(C)C)C2. Yield: 80.0%.